From a dataset of the Open Reaction Database (ORD), a public repository of structured organic reaction records. describe an organic reaction: reactants, conditions, products, and yield Starting materials: O=C(Cl)C1CC1, CN(C(=O)c1ccc(Cl)cc1)C1CCN(C(=O)C2CCNCC2)CC1c1ccc(Cl)c(Cl)c1, Cl. The product is CN(C(=O)c1ccc(Cl)cc1)C1CCN(C(=O)C2CCN(C(=O)C3CC3)CC2)CC1c1ccc(Cl)c(Cl)c1. RXN SMILES: [CH:35]1([C:38](=[O:39])[Cl:40])[CH2:36][CH2:37]1.[Cl:2][c:3]1[cH:4][cH:5][c:6]([C:7](=[O:8])[N:9]([CH3:10])[CH:11]2[CH:12]([c:25]3[cH:26][c:27]([Cl:32])[c:28]([Cl:31])[cH:29][cH:30]3)[CH2:13][N:14]([C:17](=[O:18])[CH:19]3[CH2:20][CH2:21][NH:22][CH2:23][CH2:24]3)[CH2:15][CH2:16]2)[cH:33][cH:34]1.[ClH:1]>>[Cl:2][c:3]1[cH:4][cH:5][c:6]([C:7](=[O:8])[N:9]([CH3:10])[CH:11]2[CH:12]([c:25]3[cH:26][c:27]([Cl:32])[c:28]([Cl:31])[cH:29][cH:30]3)[CH2:13][N:14]([C:17](=[O:18])[CH:19]3[CH2:20][CH2:21][N:22]([C:38]([CH:35]4[CH2:36][CH2:37]4)=[O:39])[CH2:23][CH2:24]3)[CH2:15][CH2:16]2)[cH:33][cH:34]1. Starting materials: COC(=O)C=1C=C(C=C(C1)[N+](=O)[O-])B(O)O (3-(methoxycarbonyl)-5-nitrophenylboronic acid), Organometallic, C1(=CC=CC2=CC=CC=C12)P(C1=CC=CC2=CC=CC=C12)C1=CC=CC2=CC=CC=C12 (tri-1-napthylphosphine), P(=O)([O-])([O-])[O-].[K+].[K+].[K+] (potassium phosphate), CI (methyl iodide). Reagents/catalysts: C(C)(=O)[O-].[Pd+2].C(C)(=O)[O-] (palladium acetate). Run in O1CCCC1 (tetrahydrofuran), O (Water), O (water). Run at time 8 hour. Product: CC=1C=C(C(=O)OC)C=C(C1)[N+](=O)[O-] (Methyl 3-methyl-5-nitrobenzoate). Yield: 683.2%. Reaction SMILES: [CH3:1][O:2][C:3]([C:5]1[CH:6]=[C:7](B(O)O)[CH:8]=[C:9]([N+:11]([O-:13])=[O:12])[CH:10]=1)=[O:4].[C:17]1(P(C2C3C(=CC=CC=3)C=CC=2)C2C3C(=CC=CC=3)C=CC=2)C2C(=CC=CC=2)C=CC=1.P([O-])([O-])([O-])=O.[K+].[K+].[K+].CI>O1CCCC1.O.C([O-])(=O)C.[Pd+2].C([O-])(=O)C>[CH3:17][C:7]1[CH:6]=[C:5]([CH:10]=[C:9]([N+:11]([O-:13])=[O:12])[CH:8]=1)[C:3]([O:2][CH3:1])=[O:4] |f:2.3.4.5,9.10.11|. Procedure: Following a general procedure from Applied Organometallic Chemistry 2004, 18, 602-604, a solution of 3-(methoxycarbonyl)-5-nitrophenylboronic acid (900 mg, 4.0 mmol) in tetrahydrofuran (16 mL) was added to a round bottom flask charged with palladium acetate (27 mg, 0.12 mmol), tri-1-napthylphosphine (112 mg, 0.27 mmol), potassium phosphate (1.70 g, 8.00 mmol), and methyl iodide (0.370 mL, 5.9 mmol) under nitrogen atmosphere. Water (0.14 mL, 7.8 mmol) was added and the mixture was stirred overnig... Starting materials: CC[SiH](CC)CC, O=C1NC(O)c2nc(Oc3ccc4c(c3)CCN(C3CCC3)CC4)ccc21, O=C(O)C(F)(F)F. Product: O=C1NCc2nc(Oc3ccc4c(c3)CCN(C3CCC3)CC4)ccc21. As a reaction SMILES: [CH2:28]([SiH:29]([CH2:30][CH3:31])[CH2:32][CH3:33])[CH3:34].[CH:1]1([N:5]2[CH2:6][CH2:7][c:8]3[c:9]([cH:12][cH:13][c:14]([O:16][c:17]4[cH:18][cH:19][c:20]5[c:21]([n:22]4)[CH:23]([OH:27])[NH:24][C:25]5=[O:26])[cH:15]3)[CH2:10][CH2:11]2)[CH2:2][CH2:3][CH2:4]1.[OH:35][C:36]([C:37]([F:38])([F:39])[F:40])=[O:41]>>[CH:1]1([N:5]2[CH2:6][CH2:7][c:8]3[c:9]([cH:12][cH:13][c:14]([O:16][c:17]4[cH:18][cH:19][c:20]5[c:21]([n:22]4)[CH2:23][NH:24][C:25]5=[O:26])[cH:15]3)[CH2:10][CH2:11]2)[CH2:2][CH2:3][CH2:4]1.